This data is from the Open Reaction Database (ORD), a public repository of structured organic reaction records. The task is: describe an organic reaction: reactants, conditions, products, and yield Reactants: N-Aryl-benzenesulfonamides, NC1=C(C=C(C=C1)F)C(=O)C1=CC=CC=C1 ((2-amino-5-fluoro-phenyl)-phenyl-methanone), COC1=CC=C(C=C1)S(=O)(=O)Cl (4-methoxy-benzenesulfonyl chloride). Yields the product C(C1=CC=CC=C1)(=O)C1=C(C=CC(=C1)F)NS(=O)(=O)C1=CC=C(C=C1)OC (N-(2-Benzoyl-4-fluoro-phenyl)-4-methoxy-benzenesulfonamide). Reaction SMILES: [NH2:1][C:2]1[CH:7]=[CH:6][C:5]([F:8])=[CH:4][C:3]=1[C:9]([C:11]1[CH:16]=[CH:15][CH:14]=[CH:13][CH:12]=1)=[O:10].[CH3:17][O:18][C:19]1[CH:24]=[CH:23][C:22]([S:25](Cl)(=[O:27])=[O:26])=[CH:21][CH:20]=1>>[C:9]([C:3]1[CH:4]=[C:5]([F:8])[CH:6]=[CH:7][C:2]=1[NH:1][S:25]([C:22]1[CH:21]=[CH:20][C:19]([O:18][CH3:17])=[CH:24][CH:23]=1)(=[O:27])=[O:26])(=[O:10])[C:11]1[CH:12]=[CH:13][CH:14]=[CH:15][CH:16]=1. Procedure details: The title compound was prepared according to the general procedure for the synthesis of N-Aryl-benzenesulfonamides previously described using 115 mg of (2-amino-5-fluoro-phenyl)-phenyl-methanone and 101 mg of 4-methoxy-benzenesulfonyl chloride. 1H-NMR (400 MHz, CDCl3): δ 3.64 (s, 3H), 6.62 (d, 2H, J=9.2 Hz), 7.02 (m, 1H), 7.25 (m, 1H), 7.31 (m, 2H), 7.37 (m, 2H), 7.48 (m, 2H), 7.56 (m, 1H), 7.79 (q, 1H, J=9.2 Hz, 4.8 Hz), 9.34 (s, 1H). MS: m/z 386.0 (M++1). The reactants are [Ag+], CCOC(C)=O, Nc1ccc(F)c(Cl)c1, Clc1ncnc2[nH]ccc12, O=S(=O)([O-])C(F)(F)F, CN(C)C=O. Product: Fc1ccc(Nc2ncnc3[nH]ccc23)cc1Cl. Reaction SMILES: [Ag+:39].[CH3:25][CH2:26][O:27][C:28](=[O:29])[CH3:30].[Cl:11][c:12]1[cH:13][c:14]([NH2:19])[cH:15][cH:16][c:17]1[F:18].[Cl:1][c:2]1[c:3]2[c:4]([n:5][cH:6][n:7]1)[nH:8][cH:9][cH:10]2.[F:31][C:32]([F:33])([F:34])[S:35]([O-:36])(=[O:37])=[O:38].[O:20]=[CH:21][N:22]([CH3:23])[CH3:24]>>[c:2]1([NH:19][c:14]2[cH:13][c:12]([Cl:11])[c:17]([F:18])[cH:16][cH:15]2)[c:3]2[c:4]([n:5][cH:6][n:7]1)[nH:8][cH:9][cH:10]2.